Dataset: the Open Reaction Database (ORD), a public repository of structured organic reaction records. Task: describe an organic reaction: reactants, conditions, products, and yield Reactants: N(=NC(=O)OC(C)C)C(=O)OC(C)C (Diisopropyl Azodicarboxylate), C1(=CC=CC=C1)C1=CC=C(C=C1)O (4-Phenylphenol), C(C1=CC=CC=C1)(C1=CC=CC=C1)N1CC(C1)O (1-benzhydrylazetidin-3-ol), C1(=CC=CC=C1)P(C1=CC=CC=C1)C1=CC=CC=C1 (triphenylphosphine). The solvent is C(C)#N (acetonitrile), CCCCCC (hexane), CCOC(=O)C (EtOAc). Run at time 5 minute. The product is C(C1=CC=CC=C1)(C1=CC=CC=C1)N1CC(C1)OC1=CC=C(C=C1)C1=CC=CC=C1 (1-Benzhydryl-3-(biphenyl-4-yloxy)azetidine). Reaction SMILES: [C:1]1([C:7]2[CH:12]=[CH:11][C:10]([OH:13])=[CH:9][CH:8]=2)[CH:6]=[CH:5][CH:4]=[CH:3][CH:2]=1.[CH:14]([N:27]1[CH2:30][CH:29](O)[CH2:28]1)([C:21]1[CH:26]=[CH:25][CH:24]=[CH:23][CH:22]=1)[C:15]1[CH:20]=[CH:19][CH:18]=[CH:17][CH:16]=1.C1(P(C2C=CC=CC=2)C2C=CC=CC=2)C=CC=CC=1.N(C(OC(C)C)=O)=NC(OC(C)C)=O>C(#N)C.CCOC(C)=O.CCCCCC>[CH:14]([N:27]1[CH2:30][CH:29]([O:13][C:10]2[CH:9]=[CH:8][C:7]([C:1]3[CH:2]=[CH:3][CH:4]=[CH:5][CH:6]=3)=[CH:12][CH:11]=2)[CH2:28]1)([C:21]1[CH:22]=[CH:23][CH:24]=[CH:25][CH:26]=1)[C:15]1[CH:16]=[CH:17][CH:18]=[CH:19][CH:20]=1. Procedure details: 4-Phenylphenol (8.51 g, 50 mmol), 1-benzhydrylazetidin-3-ol (11.97 g, 50 mmol) and triphenylphosphine (13.11 g, 50 mmol) were stirred in acetonitrile (250 mL) for 20 minutes at room temperature, until all the reagents were fully dissolved. Diisopropyl Azodicarboxylate (9.84 mL, 10.11 g, 50 mmol) was added dropwise. A white precipitate forms and the initial reaction is mildly exothermic. The yellow colour is immediately discharged. After 5 minutes, the reaction is heated to reflux temperature, wh...